This data is from the Open Reaction Database (ORD), a public repository of structured organic reaction records. The task is: describe an organic reaction: reactants, conditions, products, and yield Starting materials: BrC=1C=NC=NC1 (5-Bromopyrimidine), BrC1=CC=C(C=C1)B(O)O (4-bromophenylboronic acid), Tetrakistriphenylphosphine palladium, C([O-])([O-])=O.[Na+].[Na+] (sodium carbonate), C(C)(=O)OCC (Ethyl acetate). The solvent is O (water), CN(C=O)C (N,N-dimethylformamide), O (water). Reaction conditions: temperature 80 celsius, time 2.5 hour. The product is BrC1=CC=C(C=C1)C=1C=NC=NC1 (5-(4-Bromophenyl)pyrimidine). The yield is 81.7%. As a reaction SMILES: Br[C:2]1[CH:3]=[N:4][CH:5]=[N:6][CH:7]=1.[Br:8][C:9]1[CH:14]=[CH:13][C:12](B(O)O)=[CH:11][CH:10]=1.C(=O)([O-])[O-].[Na+].[Na+].C(OCC)(=O)C>CN(C)C=O.O>[Br:8][C:9]1[CH:14]=[CH:13][C:12]([C:2]2[CH:3]=[N:4][CH:5]=[N:6][CH:7]=2)=[CH:11][CH:10]=1 |f:2.3.4|. Procedure details: 5-Bromopyrimidine (954 mg, 6 mmol) and 1.0 g (5.0 mmol) of 4-bromophenylboronic acid were dissolved in 20 ml of N,N-dimethylformamide and 5 ml of water. Tetrakistriphenylphosphine palladium (590 mg, 0.5 mmol) and 830 mg (7.5 mmol) of sodium carbonate were added to the solution, and the mixture was stirred at 80° C. for 2.5 hr. Ethyl acetate (60 ml) and 8.5 ml of water were added to the reaction solution. The mixture was filtered through Celite. The filtrate as an organic layer was washed five ti... Reactants: C([O-])(O)=O.[Na+] (sodium bicarbonate), Cl (hydrochloric acid), OC1=C2C(CCCC2=C(C=2OC(=CC(C21)=O)C(=O)O)CCC)=O (6,7,8,9-Tetrahydro-5-hydroxy-4,6-dioxo-10-propyl-4H-naphtho-[2,3-b]pyran-2-carboxylic acid), [BH4-].[Na+] (Sodium borohydride). Solvent: CC1=CC=C(C=C1)COC(=O)NNC(=O)C2=NC=CN=C2 (pH10), O (water). Run at time 1 hour. The product is OC1=C2C(CCCC2=C(C=2OC(=CC(C21)=O)C(=O)O)CCC)O (6,7,8,9-Tetrahydro-5,6-dihydroxy-4-oxo-10-propyl-4H-naphtho-[2,3-b]pyran-2-carboxylic acid). The yield is 75.4%. Reaction SMILES: [OH:1][C:2]1[C:15]2[C:14](=[O:16])[CH:13]=[C:12]([C:17]([OH:19])=[O:18])[O:11][C:10]=2[C:9]([CH2:20][CH2:21][CH3:22])=[C:8]2[C:3]=1[C:4](=[O:23])[CH2:5][CH2:6][CH2:7]2.C(=O)(O)[O-].[Na+].[BH4-].[Na+].Cl>CC1C=CC(COC(NNC(C2C=NC=CN=2)=O)=O)=CC=1.O>[OH:1][C:2]1[C:15]2[C:14](=[O:16])[CH:13]=[C:12]([C:17]([OH:19])=[O:18])[O:11][C:10]=2[C:9]([CH2:20][CH2:21][CH3:22])=[C:8]2[C:3]=1[CH:4]([OH:23])[CH2:5][CH2:6][CH2:7]2 |f:1.2,3.4|. Reported procedure: 6,7,8,9-Tetrahydro-5-hydroxy-4,6-dioxo-10-propyl-4H-naphtho-[2,3-b]pyran-2-carboxylic acid (158 mg; 0.5 mmole) was dissolved in 10 ml of a pH10 buffer made from sodium bicarbonate (0.65 g) sodium carbonate (1.32 g) in water (100 ml). Sodium borohydride (20 mg; 0.53 mmole=2.12 equivalents) was added and the solution was stirred for 1 hour at room temperature and then poured into dilute hydrochloric acid and the yellow solid was filtered off, washed with water and dried in a vacuum oven over phosp... Procedure details: The title compound was prepared from 4′-(2-benzoyl-benzofuran-3-yl)-3-cyclopentyl-biphenyl-4-ol and 4-chlorosulfonyl-2-hydroxy-benzoic acid, in substantially the same manner, as described in Example 1 step g, and was obtained as a yellow solid, mp 105-108° C.; MS m/e 694 (M-H)+; The reactants are C(C1=CC=CC=C1)(=O)C=1OC2=C(C1C1=CC=C(C=C1)C1=CC(=C(C=C1)O)C1CCCC1)C=CC=C2 (4′-(2-benzoyl-benzofuran-3-yl)-3-cyclopentyl-biphenyl-4-ol), ClS(=O)(=O)C1=CC(=C(C(=O)O)C=C1)O (4-chlorosulfonyl-2-hydroxy-benzoic acid). RXN SMILES: [C:1]([C:9]1[O:10][C:11]2[CH:35]=[CH:34][CH:33]=[CH:32][C:12]=2[C:13]=1[C:14]1[CH:19]=[CH:18][C:17]([C:20]2[CH:25]=[CH:24][C:23]([OH:26])=[C:22]([CH:27]3[CH2:31][CH2:30][CH2:29][CH2:28]3)[CH:21]=2)=[CH:16][CH:15]=1)(=[O:8])[C:2]1[CH:7]=[CH:6][CH:5]=[CH:4][CH:3]=1.Cl[S:37]([C:40]1[CH:48]=[CH:47][C:43]([C:44]([OH:46])=[O:45])=[C:42]([OH:49])[CH:41]=1)(=[O:39])=[O:38]>>[C:1]([C:9]1[O:10][C:11]2[CH:35]=[CH:34][CH:33]=[CH:32][C:12]=2[C:13]=1[C:14]1[CH:15]=[CH:16][C:17]([C:20]2[CH:25]=[CH:24][C:23]([O:26][S:37]([C:40]3[CH:48]=[CH:47][C:43]([C:44]([OH:46])=[O:45])=[C:42]([OH:49])[CH:41]=3)(=[O:39])=[O:38])=[C:22]([CH:27]3[CH2:28][CH2:29][CH2:30][CH2:31]3)[CH:21]=2)=[CH:18][CH:19]=1)(=[O:8])[C:2]1[CH:3]=[CH:4][CH:5]=[CH:6][CH:7]=1. Product: C(C1=CC=CC=C1)(=O)C=1OC2=C(C1C1=CC=C(C=C1)C1=CC(=C(C=C1)OS(=O)(=O)C1=CC(=C(C(=O)O)C=C1)O)C1CCCC1)C=CC=C2 (4-[4′-(2-Benzoyl-benzofuran-3-yl)-3-cyclopentyl-biphenyl-4-yloxysulfonyl]-2-hydroxy-benzoic acid). Starting materials: Cc1ccccc1, CC(C)c1ccnc(C(C)O)c1F, O=[Mn]=O. Product: CC(=O)c1nccc(C(C)C)c1F. As a reaction SMILES: [CH3:14][c:15]1[cH:16][cH:17][cH:18][cH:19][cH:20]1.[F:1][c:2]1[c:3]([CH:11]([CH3:12])[OH:13])[n:4][cH:5][cH:6][c:7]1[CH:8]([CH3:9])[CH3:10].[O:21]=[Mn:22]=[O:23]>>[F:1][c:2]1[c:3]([C:11]([CH3:12])=[O:13])[n:4][cH:5][cH:6][c:7]1[CH:8]([CH3:9])[CH3:10]. Starting materials: C1CNCCN1, CC(Cl)c1ccc(-c2ccc(Cl)cc2)cc1, c1ccccc1. Product: CC(c1ccc(-c2ccc(Cl)cc2)cc1)N1CCNCC1. As a reaction SMILES: [CH2:1]1[CH2:2][NH:3][CH2:4][CH2:5][NH:6]1.[Cl:7][c:8]1[cH:9][cH:10][c:11](-[c:14]2[cH:15][cH:16][c:17]([CH:20]([CH3:21])[Cl:22])[cH:18][cH:19]2)[cH:12][cH:13]1.[cH:23]1[cH:24][cH:25][cH:26][cH:27][cH:28]1>>[CH2:1]1[CH2:2][N:3]([CH:20]([c:17]2[cH:16][cH:15][c:14](-[c:11]3[cH:10][cH:9][c:8]([Cl:7])[cH:13][cH:12]3)[cH:19][cH:18]2)[CH3:21])[CH2:4][CH2:5][NH:6]1.